Dataset: the Open Reaction Database (ORD), a public repository of structured organic reaction records. Task: describe an organic reaction: reactants, conditions, products, and yield Isolated yield 94.7%. Yields the product Cl.NC[C@@H]1CN(C[C@H]1C(F)(F)F)C1=C(C=C2C(C(=CN(C2=C1F)C1CC1)C(=O)O)=O)F (7-(Trans-3-aminomethyl-4-trifluoromethyl-1-pyrrolidinyl)-1-cyclopropyl-6,8-difluoro-1,4-dihydro-4-oxoquinoline-3-carboxylic acid hydrochloride). Starting materials: FC(C(=O)O)(F)F.NC[C@@H]1CN(C[C@H]1C(F)(F)F)C1=C(C=C2C(C(=CN(C2=C1F)C1CC1)C(=O)O)=O)F (7-(trans-3-aminomethyl-4-trifluoromethyl-1-pyrrolidinyl)-1-cyclopropyl-6,8-difluoro-1,4-dihydro-4-oxoquinoline-3-carboxylic acid trifluoroacetate), Cl (hydrochloric acid). The solvent is CO (methanol). Reported procedure: In 4 ml of methanol, is suspended 80 mg (0.147 mmol) of 7-(trans-3-aminomethyl-4-trifluoromethyl-1-pyrrolidinyl)-1-cyclopropyl-6,8-difluoro-1,4-dihydro-4-oxoquinoline-3-carboxylic acid trifluoroacetate obtained in Example 11a. To the suspension, is added 0.02 ml of conc-hydrochloric acid to dissolve the suspension. The reaction liquid is concentrated under reduced pressure. The residue was dissolved in 5 ml of methanol. Diethyl ether was added to the solution to give a precipitate. The resulting... Reaction SMILES: FC(F)(F)C(O)=O.[NH2:8][CH2:9][C@H:10]1[C@H:14]([C:15]([F:18])([F:17])[F:16])[CH2:13][N:12]([C:19]2[C:28]([F:29])=[C:27]3[C:22]([C:23](=[O:36])[C:24]([C:33]([OH:35])=[O:34])=[CH:25][N:26]3[CH:30]3[CH2:32][CH2:31]3)=[CH:21][C:20]=2[F:37])[CH2:11]1.[ClH:38]>CO>[ClH:38].[NH2:8][CH2:9][C@H:10]1[C@H:14]([C:15]([F:17])([F:18])[F:16])[CH2:13][N:12]([C:19]2[C:28]([F:29])=[C:27]3[C:22]([C:23](=[O:36])[C:24]([C:33]([OH:35])=[O:34])=[CH:25][N:26]3[CH:30]3[CH2:31][CH2:32]3)=[CH:21][C:20]=2[F:37])[CH2:11]1 |f:0.1,4.5|. Starting materials: COC=1C=C2C(=CN(C2=CC1OC)CCCF)C1=CC=2C(=NC=CC2)N1S(=O)(=O)C1=CC=C(C=C1)C (2-[5,6-dimethoxy-1-(3-fluoropropyl)indol-3-yl]-1-(toluene-4-sulfonyl)-1H-pyrrolo[2,3-b]pyridine), [OH-].[K+] (potassium hydroxide). The product is FCCCN1C=C(C2=CC(=C(C=C12)OC)OC)C1=CC=2C(=NC=CC2)N1 (2-[1-(3-fluoropropyl)-5,6-dimethoxy-1H-indol-3-yl]-1H-pyrrolo[2,3-b]pyridine). Isolated yield 27.4%. RXN SMILES: [CH3:1][O:2][C:3]1[CH:4]=[C:5]2[C:9](=[CH:10][C:11]=1[O:12][CH3:13])[N:8]([CH2:14][CH2:15][CH2:16][F:17])[CH:7]=[C:6]2[C:18]1[N:26](S(C2C=CC(C)=CC=2)(=O)=O)[C:21]2=[N:22][CH:23]=[CH:24][CH:25]=[C:20]2[CH:19]=1.[OH-].[K+]>>[F:17][CH2:16][CH2:15][CH2:14][N:8]1[C:9]2[C:5](=[CH:4][C:3]([O:2][CH3:1])=[C:11]([O:12][CH3:13])[CH:10]=2)[C:6]([C:18]2[NH:26][C:21]3=[N:22][CH:23]=[CH:24][CH:25]=[C:20]3[CH:19]=2)=[CH:7]1 |f:1.2|. Reported procedure: 2-[1-(3-fluoropropyl)-5,6-dimethoxy-1H-indol-3-yl]-1H-pyrrolo[2,3-b]pyridine is prepared by following the procedure described in example 88a, but using 0.042 g of 2-[5,6-dimethoxy-1-(3-fluoropropyl)indol-3-yl]-1-(toluene-4-sulfonyl)-1H-pyrrolo[2,3-b]pyridine and 1.63 ml of a 5N aqueous potassium hydroxide solution. After purification by flash-pack chromatography (silica, 98/02 by volume dichloromethane/methanol as eluents), 0.008 g of 2-[1-(3-fluoropropyl)-5,6-dimethoxy-1H-indol-3-yl]-1H-pyrrolo... Starting materials: Br[Mg]c1ccccc1, C1CCOC1, FC(F)(F)C1(c2ccc3c(cnn3-c3ccccc3)c2)CO1. Yields the product OC(Cc1ccccc1)(c1ccc2c(cnn2-c2ccccc2)c1)C(F)(F)F. RXN SMILES: [Br:23][Mg:24][c:25]1[cH:26][cH:27][cH:28][cH:29][cH:30]1.[CH2:31]1[O:32][CH2:33][CH2:34][CH2:35]1.[c:1]1(-[n:7]2[n:8][cH:9][c:10]3[cH:11][c:12]([C:16]4([C:19]([F:20])([F:21])[F:22])[O:17][CH2:18]4)[cH:13][cH:14][c:15]23)[cH:2][cH:3][cH:4][cH:5][cH:6]1>>[c:1]1(-[n:7]2[n:8][cH:9][c:10]3[cH:11][c:12]([C:16]([OH:17])([CH2:18][c:25]4[cH:26][cH:27][cH:28][cH:29][cH:30]4)[C:19]([F:20])([F:21])[F:22])[cH:13][cH:14][c:15]23)[cH:2][cH:3][cH:4][cH:5][cH:6]1. Reactants: N1=CC(=CC=C1)\C(\C1=CC(=CC=C1)C(F)(F)F)=N\OCCCCC(=O)O ((E)-5-[[[(3-pyridinyl)[3-(trifluoromethyl)phenyl]methylen]amino]oxy]pentanoic acid), C[O-].[Na+] (sodium methoxide). Run in CO (methanol), CO (methanol). Product: N1=CC(=CC=C1)\C(\C1=CC(=CC=C1)C(F)(F)F)=N\OCCCCC(=O)[O-].[Na+] (sodium (E)-5-[[[(3-pyridinyl)[3-(trifluoromethyl)phenyl]methylen]amino]oxy]pentanoate). The yield is 56.5%. RXN SMILES: [N:1]1[CH:6]=[CH:5][CH:4]=[C:3](/[C:7](=[N:18]/[O:19][CH2:20][CH2:21][CH2:22][CH2:23][C:24]([OH:26])=[O:25])/[C:8]2[CH:13]=[CH:12][CH:11]=[C:10]([C:14]([F:17])([F:16])[F:15])[CH:9]=2)[CH:2]=1.C[O-].[Na+:29]>CO>[N:1]1[CH:6]=[CH:5][CH:4]=[C:3](/[C:7](=[N:18]/[O:19][CH2:20][CH2:21][CH2:22][CH2:23][C:24]([O-:26])=[O:25])/[C:8]2[CH:13]=[CH:12][CH:11]=[C:10]([C:14]([F:17])([F:16])[F:15])[CH:9]=2)[CH:2]=1.[Na+:29] |f:1.2,4.5|. Procedure details: To a stirred solution of 1 part of (E)-5-[[[(3-pyridinyl)[3-(trifluoromethyl)phenyl]methylen]amino]oxy]pentanoic acid in 40 parts of methanol were added 2.94 parts of a sodium methoxide solution in methanol. The reaction mixture was evaporated. The precipitated product was filtered off and dried at 60° C., yielding 0.6 parts (56.5%) of sodium (E)-5-[[[(3-pyridinyl)[3-(trifluoromethyl)phenyl]methylen]amino]oxy]pentanoate; mp. 215.9° C. (compound 121). The reactants are FC1=CC2=C(C(N(C=3C(=CC(=C(C23)C2=CC=C(C=C2)[C@H](CNC(OC(C)(C)C)=O)C)OC)C)COCC[Si](C)(C)C)=O)S1 ((R)-tert-butyl 2-(4-(2-fluoro-8-methoxy-6-methyl-4-oxo-5-((2-(trimethylsilyl)ethoxy)methyl)-4,5-dihydrothieno[2,3-c]quinolin-9-yl)phenyl)propylcarbamate), FC(C(=O)O)(F)F (trifluoroacetic acid). Conditions: time 2 hour. The product is NC[C@H](C)C1=CC=C(C=C1)C=1C=2C3=C(C(NC2C(=CC1OC)C)=O)SC(=C3)F ((R)-9-(4-(1-Aminopropan-2-yl)phenyl)-2-fluoro-8-methoxy-6-methylthieno[2,3-c]quinolin-4(5H)-one). Isolated yield 46.7%. RXN SMILES: [F:1][C:2]1[S:43][C:5]2[C:6](=[O:42])[N:7](COCC[Si](C)(C)C)[C:8]3[C:9]([CH3:33])=[CH:10][C:11]([O:31][CH3:32])=[C:12]([C:14]4[CH:19]=[CH:18][C:17]([C@@H:20]([CH3:30])[CH2:21][NH:22]C(=O)OC(C)(C)C)=[CH:16][CH:15]=4)[C:13]=3[C:4]=2[CH:3]=1.FC(F)(F)C(O)=O>>[NH2:22][CH2:21][C@@H:20]([C:17]1[CH:18]=[CH:19][C:14]([C:12]2[C:13]3[C:4]4[CH:3]=[C:2]([F:1])[S:43][C:5]=4[C:6](=[O:42])[NH:7][C:8]=3[C:9]([CH3:33])=[CH:10][C:11]=2[O:31][CH3:32])=[CH:15][CH:16]=1)[CH3:30]. Procedure: To a solution (R)-tert-butyl 2-(4-(2-fluoro-8-methoxy-6-methyl-4-oxo-5-((2-(trimethylsilyl)ethoxy)methyl)-4,5-dihydrothieno[2,3-c]quinolin-9-yl)phenyl)propylcarbamate (17 mg, 0.027 mmol) in CH2C2 (1 mL) at rt was added trifluoroacetic acid (1.0 mL) and the reaction was stirred at that temperature for 2 h. The mixture was concentrated and the residue was dissolved methanol (2 mL) and treated with NH4OH (2 mL). The resulting mixture was stirred at rt for 2 h and purified by preparatory HPLC (C18 s... Starting materials: N1(CCCC1)[C@@H]1[C@@H](CCC1)N (cis-2-pyrrolidin-1-yl-cyclopentylamine), N1(CCCC1)[C@@H]1[C@@H](CCC1)N (cis-2-pyrrolidin-1-yl-cyclopentylamine), ClC1=C(C(=O)O)C(=CC(=C1)C(F)(F)F)C(F)(F)F (2-chloro-4,6-bis-trifluoromethyl-benzoic acid). Yields the product ClC1=C(C(=O)NC2C(CCC2)N2CCCC2)C(=CC(=C1)C(F)(F)F)C(F)(F)F (2-Chloro-N-((1SR,2RS)-2-pyrrolidin-1-yl-cyclopentyl)-4,6-bis-trifluoromethyl-benzamide). Reaction SMILES: [N:1]1([C@H:6]2[CH2:10][CH2:9][CH2:8][C@H:7]2[NH2:11])[CH2:5][CH2:4][CH2:3][CH2:2]1.[Cl:12][C:13]1[CH:21]=[C:20]([C:22]([F:25])([F:24])[F:23])[CH:19]=[C:18]([C:26]([F:29])([F:28])[F:27])[C:14]=1[C:15](O)=[O:16]>>[Cl:12][C:13]1[CH:21]=[C:20]([C:22]([F:24])([F:25])[F:23])[CH:19]=[C:18]([C:26]([F:27])([F:28])[F:29])[C:14]=1[C:15]([NH:11][CH:7]1[CH2:8][CH2:9][CH2:10][CH:6]1[N:1]1[CH2:2][CH2:3][CH2:4][CH2:5]1)=[O:16]. Reported procedure: The title compound, white solid, MS: m/e=429.1 [(M+H)+], was prepared in accordance with the general method of example 5 from cis-2-pyrrolidin-1-yl-cyclopentylamine (intermediate Q) and 2-chloro-4,6-bis-trifluoromethyl-benzoic acid Reactants: C1(=CC=CC=C1)C(=C)C1=CC=CC=C1 (1,1-diphenylethylene), C1(=CC=CC=C1)C(CCCCC[Li])C1=CC=CC=C1 (diphenylhexyllithium), C1CCOC1 (THF), [Li]CCCC (n-BuLi). Run in CCCCCC (hexane), CO (methanol), CCCCCC (hexane). Run at time 5 minute. The product is C1(=CC=CC=C1)C(CCCCC)(C1=CC=CC=C1)[Li] (1,1-Diphenylhexyllithium). RXN SMILES: C1(C(C2C=CC=CC=2)=C)C=CC=CC=1.C1COCC1.[Li:20]CCCC.[C:25]1([CH:31]([C:38]2[CH:43]=[CH:42][CH:41]=[CH:40][CH:39]=2)[CH2:32][CH2:33][CH2:34][CH2:35][CH2:36][Li])[CH:30]=[CH:29][CH:28]=[CH:27][CH:26]=1>CCCCCC.CO>[C:25]1([C:31]([Li:20])([C:38]2[CH:43]=[CH:42][CH:41]=[CH:40][CH:39]=2)[CH2:32][CH2:33][CH2:34][CH2:35][CH3:36])[CH:30]=[CH:29][CH:28]=[CH:27][CH:26]=1. Procedure details: Into a flask equipped with a mechanical stirrer and under a constant flow of argon was injected 0.8 ml (0.0044 mole) of 1,1-diphenylethylene followed by 100 ml of THF and 0.0038 mole of 1.6 M n-BuLi in hexane. The blood red color of diphenylhexyllithium developed immediately and the solution was stirred at room temperature for five minutes. It was then cooled to -74° C. and 3.2 ml (0.024 mole) of GMA was added dropwise from a hypodermic syringe. The red color discharged to a faint yellow after a...